The task is: describe an organic reaction: reactants, conditions, products, and yield. This data is from the Open Reaction Database (ORD), a public repository of structured organic reaction records. The reactants are FC1=C(CNC2=NC(=NC=C2)NC=2C=NN(C2)CC(=O)O)C(=CC(=C1)F)F (2-(4-((4-((2,4,6-trifluorobenzyl)amino)pyrimidin-2-yl)amino)-1H-pyrazol-1-yl)acetic acid), CCN(C(C)C)C(C)C (DIPEA), Cl.NC(C#N)C (2-aminopropanenitrile hydrochloride), CCCP(=O)=O (propylphosphonic anhydride). Solvent: CN(C)C=O (DMF). Reaction conditions: time 8 hour. Product: C(#N)C(C)NC(CN1N=CC(=C1)NC1=NC=CC(=N1)NCC1=C(C=C(C=C1F)F)F)=O (N-(1-cyanoethyl)-2-(4-((4-((2,4,6-trifluorobenzyl)amino)pyrimidin-2-yl)amino)-1H-pyrazol-1-yl)acetamide). RXN SMILES: [F:1][C:2]1[CH:25]=[C:24]([F:26])[CH:23]=[C:22]([F:27])[C:3]=1[CH2:4][NH:5][C:6]1[CH:11]=[CH:10][N:9]=[C:8]([NH:12][C:13]2[CH:14]=[N:15][N:16]([CH2:18][C:19](O)=[O:20])[CH:17]=2)[N:7]=1.CCN(C(C)C)C(C)C.Cl.[NH2:38][CH:39]([CH3:42])[C:40]#[N:41].CCCP(=O)=O>CN(C=O)C>[C:40]([CH:39]([NH:38][C:19](=[O:20])[CH2:18][N:16]1[CH:17]=[C:13]([NH:12][C:8]2[N:7]=[C:6]([NH:5][CH2:4][C:3]3[C:2]([F:1])=[CH:25][C:24]([F:26])=[CH:23][C:22]=3[F:27])[CH:11]=[CH:10][N:9]=2)[CH:14]=[N:15]1)[CH3:42])#[N:41] |f:2.3|. Reported procedure: A solution of 2-(4-((4-((2,4,6-trifluorobenzyl)amino)pyrimidin-2-yl)amino)-1H-pyrazol-1-yl)acetic acid I-2 (0.1 g, 0.26 mmol, prepared by Procedure B), DIPEA (0.15 mL, 0.8 mmol), 2-aminopropanenitrile hydrochloride (34 mg, 0.3 mmol), propylphosphonic anhydride solution (50% in DMF) (0.17 g, 0.5 mmol) in DMF was stirred overnight at room temperature then extracted into water and washed with DCM. The aqueous layer was neutralised with aqueous sodium bicarbonate and extracted with three times with ... Starting materials: FC1=CC=C(C=C1)/C=C/C(=O)C1=CC(=CC=C1)O ((E)-3-(4-Fluorophenyl)-1-(3-hydroxyphenyl)prop-2-en-1-one), OC=1C=C(C=CC1)C(\C=C\C1=CC=CC=C1)=O ((E)-1-(3-hydroxyphenyl)-3-phenylprop-2-en-1-one). Reaction conditions: time 5 day. Product: FC1=CC=C(C=C1)C1CC(C2=CC(=CC=C12)O)=O (3-(4-Fluorophenyl)-2,3-dihydro-6-hydroxyinden-1-one). Yield: 47.0%. Reaction SMILES: [F:1][C:2]1[CH:7]=[CH:6][C:5](/[CH:8]=[CH:9]/[C:10]([C:12]2[CH:17]=[CH:16][CH:15]=[C:14]([OH:18])[CH:13]=2)=[O:11])=[CH:4][CH:3]=1.OC1C=C(C(=O)/C=C/C2C=CC=CC=2)C=CC=1>>[F:1][C:2]1[CH:7]=[CH:6][C:5]([CH:8]2[C:17]3[C:12](=[CH:13][C:14]([OH:18])=[CH:15][CH:16]=3)[C:10](=[O:11])[CH2:9]2)=[CH:4][CH:3]=1. Procedure: The procedure of Step 2 of Example 1 was repeated except for using (E)-3-(4-fluorophenyl)-1-(3-hydroxyphenyl)prop-2-en-1-one obtained in Step 1 as a starting material instead of (E)-1-(3-hydroxyphenyl)-3-phenylprop-2-en-1-one, being stirred for 5 d, and removing TFA by rotary evaporation to obtain the title compound (47%). The reactants are C(C)(C)(C)OC(=O)N1CCC(CC1)=O (1-tert-butyloxycarbonyl-4-piperidone), C(C)OC(CN)OCC (aminoacetaldehyde diethyl acetal). Product: C(C)(C)(C)OC(=O)N1CCC(CC1)NCC(OCC)OCC (N-(1-tert-butyloxycarbonyl-4-piperidinyl)-N-(2,2-di-ethoxyethyl)amine). Isolated yield 5.0%. As a reaction SMILES: [C:1]([O:5][C:6]([N:8]1[CH2:13][CH2:12][C:11](=O)[CH2:10][CH2:9]1)=[O:7])([CH3:4])([CH3:3])[CH3:2].[CH2:15]([O:17][CH:18]([O:21][CH2:22][CH3:23])[CH2:19][NH2:20])[CH3:16]>>[C:1]([O:5][C:6]([N:8]1[CH2:13][CH2:12][CH:11]([NH:20][CH2:19][CH:18]([O:21][CH2:22][CH3:23])[O:17][CH2:15][CH3:16])[CH2:10][CH2:9]1)=[O:7])([CH3:4])([CH3:3])[CH3:2]. Procedure details: The N-(1-tert-butyloxycarbonyl-4-piperidinyl)-N-(2,2-di-ethoxyethyl)amine [Rf : 0.48 (reversed phase silica gel; methanol/5% aqueous brine=6:4)] employed is prepared by reductive amination of 1-tert-butyloxycarbonyl-4-piperidone with aminoacetaldehyde diethyl acetal Reactants: C(#N)CCOC(C(C(CCC)=O)=CC1=CC=C(C=C1)[N+](=O)[O-])=O (2-[(4-nitrophenyl)methylene]-3-oxohexanoic acid 2-cyanoethyl ester), NC(=CC(=O)OCC1=CC=CC=C1)CC (benzyl 3-amino-2-pentenoate), CCO (EtOH). Product: C(C1=CC=CC=C1)OC(=O)C1=C(NC(=C(C1C1=CC=C(C=C1)[N+](=O)[O-])C(=O)OCCC#N)CC)CCC (3-benzyloxycarbonyl-5-(2-cyanoethoxy)carbonyl-6-ethyl-1,4-dihydro-4-(4-nitrophenyl)-2-propylpyridine), oil. The yield is 98.0%. RXN SMILES: [C:1]([CH2:3][CH2:4][O:5][C:6](=[O:23])[C:7](=[CH:13][C:14]1[CH:19]=[CH:18][C:17]([N+:20]([O-:22])=[O:21])=[CH:16][CH:15]=1)[C:8](=O)[CH2:9][CH2:10]C)#[N:2].[NH2:24][C:25]([CH2:37][CH3:38])=[CH:26][C:27]([O:29][CH2:30][C:31]1[CH:36]=[CH:35][CH:34]=[CH:33][CH:32]=1)=[O:28].[CH3:39]CO>>[CH2:30]([O:29][C:27]([C:26]1[CH:13]([C:14]2[CH:15]=[CH:16][C:17]([N+:20]([O-:22])=[O:21])=[CH:18][CH:19]=2)[C:7]([C:6]([O:5][CH2:4][CH2:3][C:1]#[N:2])=[O:23])=[C:8]([CH2:9][CH3:10])[NH:24][C:25]=1[CH2:37][CH2:38][CH3:39])=[O:28])[C:31]1[CH:36]=[CH:35][CH:34]=[CH:33][CH:32]=1. Reported procedure: A solution of 2-[(4-nitrophenyl)methylene]-3-oxohexanoic acid 2-cyanoethyl ester (16.3 g, 50 mmol) and benzyl 3-amino-2-pentenoate (11.3 g, 55 mmol) in 250 ml of EtOH was refluxed for 36 hrs. After the solvent was removed in vacuo, the residue was dissolved in 250 ml of CHCl3, washed with water (2×100 ml) and dried over Na2SO4. After filtration and evaporation of solvent, 3-benzyloxycarbonyl-5-(2-cyanoethoxy)carbonyl-6-ethyl-1,4-dihydro-4-(4-nitrophenyl)-2-propylpyridine was obtained as a yellow... Starting materials: CN1N=CC=2C1=NC=NC2O (1-Methyl-1H-pyrazolo[3,4-d]pyrimidin-4-ol), C([O-])(O)=O.[Na+] (sodium bicarbonate), IN1C(CCC1=O)=O (N-iodosuccinimide), F[B-](F)(F)F.[H+] (tetrafluoroboric acid). Run in C(C)#N (acetonitrile), O (water). Yields the product IC1=NN(C2=NC=NC(=C21)O)C (3-iodo-1-methyl-1H-pyrazolo[3,4-d]pyrimidin-4-ol). As a reaction SMILES: [CH3:1][N:2]1[C:6]2=[N:7][CH:8]=[N:9][C:10]([OH:11])=[C:5]2[CH:4]=[N:3]1.[I:12]N1C(=O)CCC1=O.F[B-](F)(F)F.[H+].C(=O)(O)[O-].[Na+]>C(#N)C.O>[I:12][C:4]1[C:5]2[C:6](=[N:7][CH:8]=[N:9][C:10]=2[OH:11])[N:2]([CH3:1])[N:3]=1 |f:2.3,4.5|. Reported procedure: 1-Methyl-1H-pyrazolo[3,4-d]pyrimidin-4-ol (5.50 g, 36.6 mmol) was combined with N-iodosuccinimide (97%, 12.7 g, 54.8 mmol) and tetrafluoroboric acid (50% solution in water, 23.0 mL, 183 mmol) in acetonitrile (50 mL) and the reaction mixture was heated to reflux for 5 hours. After cooling to room temperature, the reaction mixture was poured portion-wise into water (50 mL) containing sodium bicarbonate (18.6 g, 220 mmol). When gas evolution had ceased, the mixture was filtered, and the dark solid ... The reactants are C1CCOC1, ClCCl, O=[Mn]=O, COc1cc(OC)c(-c2cc3ccccc3[nH]2)cc1CO. The product is COc1cc(OC)c(-c2cc3ccccc3[nH]2)cc1C=O. As a reaction SMILES: [CH2:22]1[O:23][CH2:24][CH2:25][CH2:26]1.[Cl:27][CH2:28][Cl:29].[O:30]=[Mn:31]=[O:32].[nH:1]1[c:2](-[c:10]2[c:11]([O:20][CH3:21])[cH:12][c:13]([O:18][CH3:19])[c:14]([CH2:16][OH:17])[cH:15]2)[cH:3][c:4]2[cH:5][cH:6][cH:7][cH:8][c:9]12>>[nH:1]1[c:2](-[c:10]2[c:11]([O:20][CH3:21])[cH:12][c:13]([O:18][CH3:19])[c:14]([CH:16]=[O:17])[cH:15]2)[cH:3][c:4]2[cH:5][cH:6][cH:7][cH:8][c:9]12. RXN SMILES: [CH2:1]([N:8]1[CH2:12][CH2:11][CH:10]([N:13]=[N+:14]=[N-:15])[CH2:9]1)[C:2]1[CH:7]=[CH:6][CH:5]=[CH:4][CH:3]=1.[C:16]1([C:22]#[CH:23])[CH:21]=[CH:20][CH:19]=[CH:18][CH:17]=1.C(Cl)(Cl)Cl.CCCCCC>C1C=CC=CC=1.CO>[CH2:1]([N:8]1[CH2:12][CH2:11][CH:10]([N:13]2[C:22]([C:16]3[CH:21]=[CH:20][CH:19]=[CH:18][CH:17]=3)=[CH:23][N:15]=[N:14]2)[CH2:9]1)[C:2]1[CH:3]=[CH:4][CH:5]=[CH:6][CH:7]=1. The product is C(C1=CC=CC=C1)N1CC(CC1)N1N=NC=C1C1=CC=CC=C1 (N-benzyl-3-(5-phenyl-1,2,3-triazol-1-yl)pyrrolidine). Procedure details: A solution of N-benzyl-3-azido pyrrolidine (3 g, 0.0148 mol) and phenyl-acetylene (3 g, 0.0292 mol) in benzene (30 ml) was heated under reflux for 48 hrs. The reaction mixture was concentrated to oil from which the title compounds were isolated by column chromatography using silica gel and a mixture of CHCl3, hexane, MeOH (4:4:1) as eluant. N-benzyl-3-(5-phenyl-1,2,3-triazol-1-yl)pyrrolidine was obtained as oil. Yield: 1 g (22.17%). 1H NMR (CDCl3) δ: 2.32-2.51 (m, 2H), 2.88-3.13 (m, 2H), 3.80 (s... Reactants: C(C1=CC=CC=C1)N1CC(CC1)N=[N+]=[N-] (N-benzyl-3-azido pyrrolidine), C1(=CC=CC=C1)C#C (phenyl-acetylene), C(Cl)(Cl)Cl (CHCl3), CCCCCC (hexane). Run in C1=CC=CC=C1 (benzene), CO (MeOH). Starting materials: C(C)OC1=NC=C(C=C1)[N+](=O)[O-] (2-ethoxy-5-nitropyridine). The reagents and catalysts are [Pd] (Pd/C). Run in C(C)O (ethanol). Conditions: time 16 hour. The product is C(C)OC1=NC=C(C=C1)N (2-ethoxy-5-aminopyridine). The yield is 97.8%. RXN SMILES: [CH2:1]([O:3][C:4]1[CH:9]=[CH:8][C:7]([N+:10]([O-])=O)=[CH:6][N:5]=1)[CH3:2]>C(O)C.[Pd]>[CH2:1]([O:3][C:4]1[CH:9]=[CH:8][C:7]([NH2:10])=[CH:6][N:5]=1)[CH3:2]. Reported procedure: A mixture of 2-ethoxy-5-nitropyridine (3.60 g) and 10% Pd/C (360 mg) in ethanol (40 mL) was placed in a Paar bottle and shaken under hydrogen (50 PSI) for 16 h. The mixture was filtered through Celite using dichloromethane and concentrated to give 2.892 g of 2-ethoxy-5-aminopyridine as a gold solid. Reactants: Cl (HCl), solution, C(C)(C)(C)C=1C=C(C=CC1)C1(CC2=CNN=C2CC1)NC(OC(C)(C)C)=O (Tert-butyl 5-(3-tert-butylphenyl)-4,5,6,7-tetrahydro-2H-indazol-5-ylcarbamate). The solvent is O1CCOCC1 (dioxane), O1CCOCC1 (dioxane). Conditions: time 4 hour. Yields the product C(C)(C)(C)C=1C=C(C=CC1)C1(CC2=CNN=C2CC1)N (5-(3-tert-butylphenyl)-4,5,6,7-tetrahydro-2H-indazol-5-amine). Isolated yield 96.2%. Reaction SMILES: [C:1]([C:5]1[CH:6]=[C:7]([C:11]2([NH:20]C(=O)OC(C)(C)C)[CH2:19][CH2:18][C:17]3[C:13](=[CH:14][NH:15][N:16]=3)[CH2:12]2)[CH:8]=[CH:9][CH:10]=1)([CH3:4])([CH3:3])[CH3:2].Cl>O1CCOCC1>[C:1]([C:5]1[CH:6]=[C:7]([C:11]2([NH2:20])[CH2:19][CH2:18][C:17]3[C:13](=[CH:14][NH:15][N:16]=3)[CH2:12]2)[CH:8]=[CH:9][CH:10]=1)([CH3:4])([CH3:2])[CH3:3]. Procedure details: Tert-butyl 5-(3-tert-butylphenyl)-4,5,6,7-tetrahydro-2H-indazol-5-ylcarbamate (499 mg, 1.35 mmol) was taken up in 2 mL of dioxane followed by the addition of HCl (3.38 mL of a 4N solution in dioxane). The reaction was stirred for 4 h and then concentrated to yield 350 mg (96% yield) of a white solid. 1H-NMR (CD3OD) δ8.17 (d, J=2.7 Hz, 1H), 7.60 (s, 1H), 7.52-7.45 (m, 1H), 7.44-7.32 (m, 2H), 3.77 (d, J=14.8 Hz, 1H), 3.21 (d, J=14.8 Hz, 1H), 3.10-2.94 (m, 1H), 2.82-2.66 (m, 1H), 2.59-2.42 (m, 2H),...